From a dataset of the Open Reaction Database (ORD), a public repository of structured organic reaction records. describe an organic reaction: reactants, conditions, products, and yield Reactants: COc1ccccc1N=C=O, CO, ClC(Cl)Cl, COc1cc2ncnc(Oc3ccc(N)c(Cl)c3)c2cc1OC. Yields the product COc1ccccc1NC(=O)Nc1ccc(Oc2ncnc3cc(OC)c(OC)cc23)cc1Cl. As a reaction SMILES: [CH3:24][O:25][c:26]1[c:27]([N:32]=[C:33]=[O:34])[cH:28][cH:29][cH:30][cH:31]1.[CH3:35][OH:36].[CH:37]([Cl:38])([Cl:39])[Cl:40].[Cl:1][c:2]1[c:3]([NH2:4])[cH:5][cH:6][c:7]([O:9][c:10]2[n:11][cH:12][n:13][c:14]3[cH:15][c:16]([O:22][CH3:23])[c:17]([O:20][CH3:21])[cH:18][c:19]23)[cH:8]1>>[Cl:1][c:2]1[c:3]([NH:4][C:33]([NH:32][c:27]2[c:26]([O:25][CH3:24])[cH:31][cH:30][cH:29][cH:28]2)=[O:34])[cH:5][cH:6][c:7]([O:9][c:10]2[n:11][cH:12][n:13][c:14]3[cH:15][c:16]([O:22][CH3:23])[c:17]([O:20][CH3:21])[cH:18][c:19]23)[cH:8]1. Reactants: N1CCOCC1 (Morpholine), [B-](F)(F)(F)F.CN(C)C(=[N+](C)C)ON1C(=O)CCC1=O (TSTU), FC=1C=C(C=C(C1)F)N1[C@H](CCC1)C=1C=C(C=C2C(C=C(OC12)N1CCOCC1)=O)C(=O)O (8-[(2R)-(1-(3,5-difluorophenyl)pyrrolidin-2-yl)]-2-morpholino-4-oxo-4H-chromene-6-carboxylic acid), CCN(C(C)C)C(C)C (DIPEA). Conditions: time 1.5 hour. Product: FC=1C=C(C=C(C1)F)N1[C@H](CCC1)C=1C=C(C=C2C(C=C(OC12)N1CCOCC1)=O)C(=O)N1CCOCC1 (8-[(2R)-1-(3,5-difluorophenyl)pyrrolidin-2-yl]-6-(morpholine-4-carbonyl)-2-morpholino-chromen-4-one). The yield is 44.0%. Reaction SMILES: [B-](F)(F)(F)F.CN(C(ON1C(=O)CCC1=O)=[N+](C)C)C.[F:21][C:22]1[CH:23]=[C:24]([N:29]2[CH2:33][CH2:32][CH2:31][C@@H:30]2[C:34]2[CH:35]=[C:36]([C:51]([OH:53])=O)[CH:37]=[C:38]3[C:43]=2[O:42][C:41]([N:44]2[CH2:49][CH2:48][O:47][CH2:46][CH2:45]2)=[CH:40][C:39]3=[O:50])[CH:25]=[C:26]([F:28])[CH:27]=1.CCN(C(C)C)C(C)C.[NH:63]1[CH2:68][CH2:67][O:66][CH2:65][CH2:64]1>>[F:28][C:26]1[CH:25]=[C:24]([N:29]2[CH2:33][CH2:32][CH2:31][C@@H:30]2[C:34]2[CH:35]=[C:36]([C:51]([N:63]3[CH2:68][CH2:67][O:66][CH2:65][CH2:64]3)=[O:53])[CH:37]=[C:38]3[C:43]=2[O:42][C:41]([N:44]2[CH2:45][CH2:46][O:47][CH2:48][CH2:49]2)=[CH:40][C:39]3=[O:50])[CH:23]=[C:22]([F:21])[CH:27]=1 |f:0.1|. Procedure: TSTU (106 mg, 0.33 mmol) was added in one portion to a stirred solution of 8-[(2R)-(1-(3,5-difluorophenyl)pyrrolidin-2-yl)]-2-morpholino-4-oxo-4H-chromene-6-carboxylic acid (144 mg, 0.30 mmol, >98% enantiomeric purity, made from the second eluting ester enantiomer from chiral separation of tert-butyl 2-(6-(methoxycarbonyl)-2-morpholino-4-oxo-4H-chromen-8-yl)pyrrolidine-1-carboxylate—see below) and DIPEA (0.057 mL, 0.33 mmol) at room temperature and the resulting mixture was stirred for 1.5 h. Mo... The reactants are CCO, CCOC(=O)c1ncn2c1CN(C)C(=O)c1c(Cl)cccc1-2, [Na+], [OH-], O. The product is CN1Cc2c(C(=O)O)ncn2-c2cccc(Cl)c2C1=O. RXN SMILES: [CH3:23][CH2:24][OH:25].[Cl:1][c:2]1[cH:3][cH:4][cH:5][c:6]2[c:7]1[C:8](=[O:22])[N:9]([CH3:21])[CH2:10][c:11]1[n:12]-2[cH:13][n:14][c:15]1[C:16](=[O:17])[O:18][CH2:19][CH3:20].[Na+:27].[OH-:26].[OH2:28]>>[Cl:1][c:2]1[cH:3][cH:4][cH:5][c:6]2[c:7]1[C:8](=[O:22])[N:9]([CH3:21])[CH2:10][c:11]1[n:12]-2[cH:13][n:14][c:15]1[C:16](=[O:17])[OH:18]. Reactants: ClC1=CC=C(C=C1)C(C#N)CCCCCCCCCCCN1CC(OC(C1)C)C (2-(4-chlorophenyl)-13-(2,6-dimethyl-4-morpholinyl)tridecanonitrile), [H-].[Na+] (sodium hydride), ClCN1N=CN=C1 (1-(chloromethyl)-1,2,4-triazole). The solvent is CN(C)C=O (DMF). The product is ClC1=CC=C(C=C1)C(CN1N=CN=C1)(CCCCCCCCCCCN1CC(OC(C1)C)C)C#N (1-[2-(4-Chlorophenyl)-2-cyano-13-(2,6-dimethyl-4-morpholinyl)tridecyl]-1,2,4-triazole). RXN SMILES: [Cl:1][C:2]1[CH:7]=[CH:6][C:5]([CH:8]([CH2:11][CH2:12][CH2:13][CH2:14][CH2:15][CH2:16][CH2:17][CH2:18][CH2:19][CH2:20][CH2:21][N:22]2[CH2:27][CH:26]([CH3:28])[O:25][CH:24]([CH3:29])[CH2:23]2)[C:9]#[N:10])=[CH:4][CH:3]=1.[H-].[Na+].Cl[CH2:33][N:34]1[CH:38]=[N:37][CH:36]=[N:35]1>CN(C=O)C>[Cl:1][C:2]1[CH:7]=[CH:6][C:5]([C:8]([C:9]#[N:10])([CH2:11][CH2:12][CH2:13][CH2:14][CH2:15][CH2:16][CH2:17][CH2:18][CH2:19][CH2:20][CH2:21][N:22]2[CH2:23][CH:24]([CH3:29])[O:25][CH:26]([CH3:28])[CH2:27]2)[CH2:33][N:34]2[CH:38]=[N:37][CH:36]=[N:35]2)=[CH:4][CH:3]=1 |f:1.2|. Procedure details: This compound (350 mg.) was prepared using the procedure described in Example 2b except using 500 mg. (1.25 mmoles) of 2-(4-chlorophenyl)-13-(2,6-dimethyl-4-morpholinyl)tridecanonitrile, 60 mg (1.35 mmoles) of sodium hydride, 150 mg. (1.25 mmoles) of 1-(chloromethyl)-1,2,4-triazole, and 15 ml. of DMF and was isolated as an amber oil. Starting materials: ClCc1nnsc1Cl, CC(CO)Nc1nc(S)nc2nc(N)sc12. Yields the product CC(CO)Nc1nc(Sc2nnsc2Cl)nc2nc(N)sc12. As a reaction SMILES: [Cl:17][c:18]1[c:19]([CH2:23][Cl:24])[n:20][n:21][s:22]1.[NH2:1][c:2]1[s:3][c:4]2[c:5]([n:6][c:7]([SH:15])[n:8][c:9]2[NH:10][CH:11]([CH2:12][OH:13])[CH3:14])[n:16]1>>[NH2:1][c:2]1[s:3][c:4]2[c:5]([n:6][c:7]([S:15][c:19]3[c:18]([Cl:17])[s:22][n:21][n:20]3)[n:8][c:9]2[NH:10][CH:11]([CH2:12][OH:13])[CH3:14])[n:16]1. The reactants are C, CCOC1CN(C)Cc2c1cc1c(c2OC)OCO1, CC(=O)O, [Pd], O=S(=O)(O)O. Product: COc1c2c(cc3c1OCO3)CCN(C)C2. As a reaction SMILES: [C:29].[CH2:1]([O:2][CH:4]1[CH2:5][N:6]([CH3:19])[CH2:7][c:8]2[c:9]([O:17][CH3:18])[c:10]3[c:11]([cH:12][c:13]21)[O:14][CH2:15][O:16]3)[CH3:3].[CH3:25][C:26](=[O:27])[OH:28].[Pd:30].[S:20](=[O:21])(=[O:22])([OH:23])[OH:24]>>[CH2:4]1[CH2:5][N:6]([CH3:19])[CH2:7][c:8]2[c:9]([O:17][CH3:18])[c:10]3[c:11]([cH:12][c:13]21)[O:14][CH2:15][O:16]3. Solvent: C1CCOC1 (THF). The product is O=C1N(C2(C(N1CC(=O)O)=O)CCCCC2)C2=CC=C(C=C2)C ((2,4-dioxo-1-p-tolyl-1,3-diazaspiro[4.5]dec-3-yl)acetic acid). RXN SMILES: [OH-].[Na+].C([O:5][C:6](=[O:27])[CH2:7][N:8]1[C:12](=[O:13])[C:11]2([CH2:18][CH2:17][CH2:16][CH2:15][CH2:14]2)[N:10]([C:19]2[CH:24]=[CH:23][C:22]([CH3:25])=[CH:21][CH:20]=2)[C:9]1=[O:26])C>C1COCC1>[O:26]=[C:9]1[N:8]([CH2:7][C:6]([OH:27])=[O:5])[C:12](=[O:13])[C:11]2([CH2:14][CH2:15][CH2:16][CH2:17][CH2:18]2)[N:10]1[C:19]1[CH:20]=[CH:21][C:22]([CH3:25])=[CH:23][CH:24]=1 |f:0.1|. Conditions: time 72 hour. Procedure: 172 ml (0.172 mol; 1.5 eq.) of 1N sodium hydroxide are added to a solution of 39.5 g (0.114 mol; 1 eq.) of (2,4-dioxo-1-p-tolyl-1,3-diazaspiro[4.5]dec-3-yl)acetic acid ethyl ester in 400 ml of THF. The reaction medium is stirred at room temperature for about 72 hours. The reaction medium is concentrated and 250 ml of ethyl acetate are added, followed by 400 ml of water. 100 ml of 1N NaOH are added and the aqueous solution is washed with 250 ml of ethyl acetate. The aqueous phase is concentrated ... Reactants: [OH-].[Na+] (sodium hydroxide), C(C)OC(CN1C(N(C2(C1=O)CCCCC2)C2=CC=C(C=C2)C)=O)=O ((2,4-dioxo-1-p-tolyl-1,3-diazaspiro[4.5]dec-3-yl)acetic acid ethyl ester). The reactants are CCOC(=O)c1cn(C)c2nc3c(F)c(F)c(F)cc3cc2c1=O, COc1ccc(C2CNCCN2)cc1, CS(C)=O. The product is CCOC(=O)c1cn(C)c2nc3c(F)c(N4CCNC(c5ccc(OC)cc5)C4)c(F)cc3cc2c1=O. As a reaction SMILES: [CH2:1]([CH3:2])[O:3][C:4](=[O:5])[c:6]1[c:7](=[O:24])[c:8]2[cH:9][c:10]3[c:11]([n:12][c:13]2[n:14]([CH3:16])[cH:15]1)[c:17]([F:23])[c:18]([F:22])[c:19]([F:21])[cH:20]3.[CH3:25][O:26][c:27]1[cH:28][cH:29][c:30]([CH:33]2[NH:34][CH2:35][CH2:36][NH:37][CH2:38]2)[cH:31][cH:32]1.[CH3:39][S:40](=[O:41])[CH3:42]>>[CH2:1]([CH3:2])[O:3][C:4](=[O:5])[c:6]1[c:7](=[O:24])[c:8]2[cH:9][c:10]3[c:11]([n:12][c:13]2[n:14]([CH3:16])[cH:15]1)[c:17]([F:23])[c:18]([N:37]1[CH2:36][CH2:35][NH:34][CH:33]([c:30]2[cH:29][cH:28][c:27]([O:26][CH3:25])[cH:32][cH:31]2)[CH2:38]1)[c:19]([F:21])[cH:20]3. The reactants are O=C1N(C(C2=CC=CC=C12)=O)CC1=CC(=C(C=C1)N1CCN(CC1)C(C(=O)N(CC)CC)C1=CC=CC=C1)F (2-{4-[4-(1,3-dioxo-1,3-dihydro-isoindol-2-ylmethyl)-2-fluoro-phenyl]-piperazin-1-yl}-N,N-diethyl-2-phenyl-acetamide), NN (hydrazine). Solvent: C(C)O (ethanol). Run at time 6 hour. Yields the product C(C)N(C(=O)C(N1CCN(CC1)C1=C(C=C(CNC(C(CC)CC)=O)C=C1)F)C1=CC=CC=C1)CC (N-{4-[4-(Diethylcarbamoyl-phenyl-methyl)-piperazin-1-yl]-3-fluoro-benzyl}-2-ethyl-butyramide). Yield: 50.3%. RXN SMILES: [O:1]=[C:2]1[C:10]2[C:5](=CC=[CH:8][CH:9]=2)[C:4](=O)[N:3]1[CH2:12][C:13]1[CH:18]=[CH:17][C:16]([N:19]2[CH2:24][CH2:23][N:22]([CH:25]([C:33]3[CH:38]=[CH:37][CH:36]=[CH:35][CH:34]=3)[C:26]([N:28]([CH2:31][CH3:32])[CH2:29][CH3:30])=[O:27])[CH2:21][CH2:20]2)=[C:15]([F:39])[CH:14]=1.NN>C(O)C>[CH2:31]([N:28]([CH2:29][CH3:30])[C:26]([CH:25]([C:33]1[CH:34]=[CH:35][CH:36]=[CH:37][CH:38]=1)[N:22]1[CH2:21][CH2:20][N:19]([C:16]2[CH:17]=[CH:18][C:13]([CH2:12][NH:3][C:2](=[O:1])[CH:10]([CH2:5][CH3:4])[CH2:9][CH3:8])=[CH:14][C:15]=2[F:39])[CH2:24][CH2:23]1)=[O:27])[CH3:32]. Reported procedure: A solution of 2-{4-[4-(1,3-dioxo-1,3-dihydro-isoindol-2-ylmethyl)-2-fluoro-phenyl]-piperazin-1-yl}-N,N-diethyl-2-phenyl-acetamide (0.09 g, 0.16 mmol) in ethanol (3 mL) was added hydrazine (50 μL) and the mixture stirred at rt. After 6 h, the solvent was removed and the residue treated with 2-ethyl-butyryl chloride (30 μL) as described in previous examples to provide 0.04 g of the title compound. MS: 497.6. 1H NMR (CDCl3): 7.47-7.43 (m, 2H), 7.37-7.29 (m, 3H), 6.96-6.91 (m, 2H), 6.88-6.84 (m, 1H)...